From a dataset of the Open Reaction Database (ORD), a public repository of structured organic reaction records. describe an organic reaction: reactants, conditions, products, and yield Reactants: C(OCCCCCCCC)(OC(C)Cl)=O (octyl 1-chloroethyl carbonate), [F-].[K+] (KF), C1COCCOCCOCCOCCOCCO1 (18-crown-6 ether). Conditions: temperature 85 celsius, time 12 hour. Product: FC(=O)OCCCCCCCC (n-octyl fluoroformate). Isolated yield 86.0%. As a reaction SMILES: [C:1](=[O:15])(OC(Cl)C)[O:2][CH2:3][CH2:4][CH2:5][CH2:6][CH2:7][CH2:8][CH2:9][CH3:10].[F-:16].[K+].C1OCCOCCOCCOCCOCCOC1>>[F:16][C:1]([O:2][CH2:3][CH2:4][CH2:5][CH2:6][CH2:7][CH2:8][CH2:9][CH3:10])=[O:15] |f:1.2|. Reported procedure: A mixture of 10.6 g (0.045 mole) of previously distilled octyl 1-chloroethyl carbonate, 4.5 g (0.08 mole) of dry KF and 0.6 g (0.002 mole) of 18-crown-6 ether is stirred and warmed at about 85° C. (oil bath ) under a pressure of about 1.87 kPa. After 12 hrs., all the volatile acetaldehyde has evaporated. The mixture is cooled and distilled under reduced pressure. There is obtained 6.87 g of pure n-octyl fluoroformate (86%). b.p.: 74°-77° C. at 533 Pa (4 mmHg).